From a dataset of the Open Reaction Database (ORD), a public repository of structured organic reaction records. describe an organic reaction: reactants, conditions, products, and yield Reaction SMILES: [CH2:4]=[O:5].[CH3:1][NH:2][CH3:3].[CH3:20][C:21](=[O:22])[OH:23].[Na+:19].[OH-:18].[s:6]1[cH:7][cH:8][c:9]2[nH:10][c:11]([C:14](=[O:15])[O:16][CH3:17])[cH:12][c:13]12>>[CH3:1][N:2]([CH3:3])[CH2:4][c:12]1[c:11]([C:14](=[O:15])[O:16][CH3:17])[nH:10][c:9]2[cH:8][cH:7][s:6][c:13]21. Yields the product COC(=O)c1[nH]c2ccsc2c1CN(C)C. Reactants: C=O, CNC, CC(=O)O, [Na+], [OH-], COC(=O)c1cc2sccc2[nH]1. Starting materials: C1(CC1)COC=1C=CC=2N(C1)N=C(C2)C2=C(C=C(OC[C@H](C)NC(OC(C)(C)C)=O)C=C2F)F (tert-butyl [(1S)-2-{4-[6-(cyclopropylmethoxy)pyrazolo[1,5-a]pyridin-2-yl]-3,5-difluorophenoxy}-1-methylethyl]carbamate), C(C)(=O)OCC.Cl (hydrogen chloride-ethyl acetate). Reaction conditions: time 30 minute. Yields the product C1(CC1)COC=1C=CC=2N(C1)N=C(C2)C2=C(C=C(OC[C@H](C)NC(C)=O)C=C2F)F (N-[(1S)-2-{4-[6-(cyclopropylmethoxy)pyrazolo[1,5-a]pyridin-2-yl]-3,5-difluorophenoxy}-1-methylethyl]acetamide). Reaction SMILES: [CH:1]1([CH2:4][O:5][C:6]2[CH:7]=[CH:8][C:9]3[N:10]([N:12]=[C:13]([C:15]4[C:32]([F:33])=[CH:31][C:18]([O:19][CH2:20][C@@H:21]([NH:23]C(=O)OC(C)(C)C)[CH3:22])=[CH:17][C:16]=4[F:34])[CH:14]=3)[CH:11]=2)[CH2:3][CH2:2]1.[C:35](OCC)(=[O:37])[CH3:36].Cl>>[CH:1]1([CH2:4][O:5][C:6]2[CH:7]=[CH:8][C:9]3[N:10]([N:12]=[C:13]([C:15]4[C:16]([F:34])=[CH:17][C:18]([O:19][CH2:20][C@@H:21]([NH:23][C:35](=[O:37])[CH3:36])[CH3:22])=[CH:31][C:32]=4[F:33])[CH:14]=3)[CH:11]=2)[CH2:2][CH2:3]1 |f:1.2|. Procedure details: A mixture of tert-butyl [(1S)-2-{4-[6-(cyclopropylmethoxy)pyrazolo[1,5-a]pyridin-2-yl]-3,5-difluorophenoxy}-1-methylethyl]carbamate (130 mg) and 4 M hydrogen chloride-ethyl acetate (2 mL) was stirred at room temperature for 30 min. The mixture was concentrated under reduced pressure. To the residue were added pyridine (2 mL) and acetic anhydride (0.26 mL). The mixture was stirred at room temperature for 30 min and concentrated under reduced pressure. The residue was purified by silica gel column... The reactants are [Br-], CCCCc1ccc(Cl)cc1, C1CCOC1, CCCCC, CC(C)c1cccc(C(C)C)c1N1CC[NH+](c2c(C(C)C)cccc2C(C)C)C1, [Cl-], Fc1ccc([Mg+])cc1, c1ccc(P(c2ccccc2)c2ccccc2)cc1. Product: CCCCc1ccc(-c2ccc(F)cc2)cc1. Reaction SMILES: [Br-:1].[CH2:10]([CH2:11][CH2:12][CH3:13])[c:14]1[cH:15][cH:16][c:17]([Cl:20])[cH:18][cH:19]1.[CH2:75]1[O:76][CH2:77][CH2:78][CH2:79]1.[CH3:70][CH2:71][CH2:72][CH2:73][CH3:74].[CH:22]([c:23]1[cH:24][cH:25][cH:26][c:27]([CH:28]([CH3:29])[CH3:30])[c:31]1[NH+:32]1[CH2:33][CH2:34][N:35]([c:36]2[c:37]([CH:38]([CH3:39])[CH3:40])[cH:41][cH:42][cH:43][c:44]2[CH:45]([CH3:46])[CH3:47])[CH2:48]1)([CH3:49])[CH3:50].[Cl-:21].[F:2][c:3]1[cH:4][cH:5][c:6]([Mg+:9])[cH:7][cH:8]1.[c:51]1([P:52]([c:53]2[cH:54][cH:55][cH:56][cH:57][cH:58]2)[c:59]2[cH:60][cH:61][cH:62][cH:63][cH:64]2)[cH:65][cH:66][cH:67][cH:68][cH:69]1>>[F:2][c:3]1[cH:4][cH:5][c:6](-[c:17]2[cH:16][cH:15][c:14]([CH2:10][CH2:11][CH2:12][CH3:13])[cH:19][cH:18]2)[cH:7][cH:8]1. The reactants are C(C1=CC=CC=C1)OC(=O)C=1C(C(=C(NC1C)C)C(=O)OCC(C)C)C1=C(C=CC=C1)[N+](=O)[O-] (2,6-dimethyl-3-isobutoxycarbonyl-4-(2'-nitrophenyl)-1,4-dihydropyridine-5-carboxylic acid benzyl ester). Solvent: C(C)O (ethanol), C(C)O (ethanol). The product is 2'-nitrobenzylideneacetoacetic acid isobutyl ester, C(C1=CC=CC=C1)OC(\C=C(\C)/N)=O (β-aminocrotonic acid benzyl ester). Isolated yield 71.0%. Reaction SMILES: [CH2:1]([O:8][C:9]([C:11]1C(C2C=CC=CC=2[N+]([O-])=O)C(C(OCC(C)C)=O)=C(C)[NH:15][C:16]=1[CH3:17])=[O:10])[C:2]1[CH:7]=[CH:6][CH:5]=[CH:4][CH:3]=1>C(O)C>[CH2:1]([O:8][C:9](=[O:10])/[CH:11]=[C:16](\[NH2:15])/[CH3:17])[C:2]1[CH:7]=[CH:6][CH:5]=[CH:4][CH:3]=1. Reported procedure: Analogously to Example 1 heating a solution of 75 mmols of 2'-nitrobenzylideneacetoacetic acid isobutyl ester and 75 mmols of β-aminocrotonic acid benzyl ester in 120 ml of ethanol gave 2,6-dimethyl-3-isobutoxycarbonyl-4-(2'-nitrophenyl)-1,4-dihydropyridine-5-carboxylic acid benzyl ester of melting point 154° C (from ethanol).